From a dataset of the Open Reaction Database (ORD), a public repository of structured organic reaction records. describe an organic reaction: reactants, conditions, products, and yield Starting materials: CCOC(=O)CCc1cn(Cc2ccnc(OCc3nc(-c4ccco4)oc3C)c2)nc1OCC, CCO, Cl, [Na+], C1CCOC1, [OH-]. Product: CCOc1nn(Cc2ccnc(OCc3nc(-c4ccco4)oc3C)c2)cc1CCC(=O)O. RXN SMILES: [CH2:1]([CH3:2])[O:3][c:4]1[n:5][n:6]([CH2:16][c:17]2[cH:18][c:19]([O:23][CH2:24][c:25]3[n:26][c:27](-[c:31]4[o:32][cH:33][cH:34][cH:35]4)[o:28][c:29]3[CH3:30])[n:20][cH:21][cH:22]2)[cH:7][c:8]1[CH2:9][CH2:10][C:11](=[O:12])[O:13][CH2:14][CH3:15].[CH3:44][CH2:45][OH:46].[ClH:43].[Na+:37].[O:38]1[CH2:39][CH2:40][CH2:41][CH2:42]1.[OH-:36]>>[CH2:1]([CH3:2])[O:3][c:4]1[n:5][n:6]([CH2:16][c:17]2[cH:18][c:19]([O:23][CH2:24][c:25]3[n:26][c:27](-[c:31]4[o:32][cH:33][cH:34][cH:35]4)[o:28][c:29]3[CH3:30])[n:20][cH:21][cH:22]2)[cH:7][c:8]1[CH2:9][CH2:10][C:11](=[O:12])[OH:13]. Starting materials: SCC1=C2C(=C(N=C1)C)OC(OC2)(C)C (5-mercaptomethyl-2,2,8-trimethyl-4H-1,3-dioxino[4,5-C]pyridine), [H-].[Na+] (sodium hydride), BrCC(=O)OCC (ethyl bromoacetate), benzene ice water, [H][H] (hydrogen). Run in CN(C=O)C (dimethylformamide), CN(C=O)C (dimethylformamide). Reaction conditions: time 8 hour. Yields the product C(=O)(OCC)CSCC1=C2C(=C(N=C1)C)OC(OC2)(C)C (5-carboethoxymethylthiomethyl-2,2,8-trimethyl-4H-1,3-dioxino[4,5-C]pyridine). Reaction SMILES: [H-].[Na+].[SH:3][CH2:4][C:5]1[CH:10]=[N:9][C:8]([CH3:11])=[C:7]2[O:12][C:13]([CH3:17])([CH3:16])[O:14][CH2:15][C:6]=12.[H][H].Br[CH2:21][C:22]([O:24][CH2:25][CH3:26])=[O:23]>CN(C)C=O>[C:22]([CH2:21][S:3][CH2:4][C:5]1[CH:10]=[N:9][C:8]([CH3:11])=[C:7]2[O:12][C:13]([CH3:17])([CH3:16])[O:14][CH2:15][C:6]=12)([O:24][CH2:25][CH3:26])=[O:23] |f:0.1|. Reported procedure: To 0.01 mole of sodium hydride in 50 ml. dry dimethylformamide under nitrogen at 0.5° is added dropwise a solution of 0.01 mole of 5-mercaptomethyl-2,2,8-trimethyl-4H-1,3-dioxino[4,5-C]pyridine in 10 ml. of dimethylformamide. When the evolution of hydrogen has ceased, 0.011 mole of ethyl bromoacetate is added. The reaction mixture is allowed to stir overnight at room temperature and then poured into a mixture of benzene-ice water. The organic layer is separated and washed well with water, dried ... Starting materials: CO, [Cl-], [N-]=[N+]=Nc1nc(-c2cccc(C(F)(F)F)c2)c(C(N)=O)s1, [NH4+], C1CCOC1, [Zn]. Yields the product NC(=O)c1sc(N)nc1-c1cccc(C(F)(F)F)c1. As a reaction SMILES: [CH3:22][OH:23].[Cl-:24].[N:1](=[N+:2]=[N-:3])[c:4]1[s:5][c:6]([C:19](=[O:20])[NH2:21])[c:7](-[c:9]2[cH:10][c:11]([C:15]([F:16])([F:17])[F:18])[cH:12][cH:13][cH:14]2)[n:8]1.[NH4+:25].[O:27]1[CH2:28][CH2:29][CH2:30][CH2:31]1.[Zn:26]>>[NH2:1][c:4]1[s:5][c:6]([C:19](=[O:20])[NH2:21])[c:7](-[c:9]2[cH:10][c:11]([C:15]([F:16])([F:17])[F:18])[cH:12][cH:13][cH:14]2)[n:8]1. Reactants: N[C@H](CN1CCC1)C=1C=CC(=C(C#N)C1)Cl ((S)-5-(1-amino-2-(azetidin-1-yl)ethyl)-2-chlorobenzonitrile), OC=1C2=C(N=NN1)C(=CC=C2)C(=O)N (4-hydroxybenzo[d][1,2,3]-triazine-8-carboxamide). Yields the product N1(CCC1)C[C@H](C1=CC(=C(C=C1)Cl)C#N)NC=1C2=C(N=NN1)C(=CC=C2)C(=O)N ((S)-4-((2-(azetidin-1-yl)-1-(4-chloro-3-cyanophenyl)ethyl)amino)benzo[d][1,2,3]triazine-8-carboxamide). As a reaction SMILES: [NH2:1][C@@H:2]([C:8]1[CH:9]=[CH:10][C:11]([Cl:16])=[C:12]([CH:15]=1)[C:13]#[N:14])[CH2:3][N:4]1[CH2:7][CH2:6][CH2:5]1.O[C:18]1[C:19]2[CH:27]=[CH:26][CH:25]=[C:24]([C:28]([NH2:30])=[O:29])[C:20]=2[N:21]=[N:22][N:23]=1>>[N:4]1([CH2:3][C@@H:2]([NH:1][C:18]2[C:19]3[CH:27]=[CH:26][CH:25]=[C:24]([C:28]([NH2:30])=[O:29])[C:20]=3[N:21]=[N:22][N:23]=2)[C:8]2[CH:9]=[CH:10][C:11]([Cl:16])=[C:12]([C:13]#[N:14])[CH:15]=2)[CH2:7][CH2:6][CH2:5]1. Reported procedure: Compound 18 was prepared following general synthetic scheme 7 wherein (S)-5-(1-amino-2-(azetidin-1-yl)ethyl)-2-chlorobenzonitrile was reacted with 4-hydroxybenzo[d][1,2,3]-triazine-8-carboxamide to give the title compound. LC-MS [408 (M+1)], 1H NMR (400 MHz, DMSO-d6): δ 9.31 (s, 1H), 8.82 (d, 1H), 8.63 (d, 1H), 8.55 (d, 1H), 8.12 (d, 1H), 8.03 (t, 2H), 7.85 (dd, 1H), 7.72 (d, 1H), 5.54 (d, 1H), 3.21-3.12 (m, 4H), 3.02-2.97 (m, 1H), 2.83-2.79 (m, 1H).